This data is from the Open Reaction Database (ORD), a public repository of structured organic reaction records. The task is: describe an organic reaction: reactants, conditions, products, and yield Starting materials: FC=1C=C(C=O)C=CC1F (3,4-difluorobenzaldehyde), Na2S2O5, [C-]#N.[K+] (KCN). Solvent: O (water), O (water). Run at temperature 50 celsius, time 1 hour. Yields the product FC=1C=C(C=CC1F)C(C#N)O (2-(3,4-Difluorophenyl)-2-hydroxyacetonitrile). Isolated yield 80.7%. RXN SMILES: [F:1][C:2]1[CH:3]=[C:4]([CH:7]=[CH:8][C:9]=1[F:10])[CH:5]=[O:6].[C-:11]#[N:12].[K+]>O>[F:1][C:2]1[CH:3]=[C:4]([CH:5]([OH:6])[C:11]#[N:12])[CH:7]=[CH:8][C:9]=1[F:10] |f:1.2|. Procedure details: A solution of 80.2 g of Na2S2O5 in 250 ml of water is heated to 50° C., 50 g of 3,4-difluorobenzaldehyde are added and the reaction mixture is stirred for 1 hour at 50° C. and left to stand overnight at RT. It is cooled to 0° C., a solution of 77.7 g of KCN in 100 ml of water is added dropwise, the mixture is stirred while the temperature is allowed to rise to RT, and stirring is then continued for 1 hour at RT. The reaction mixture is extracted with ether, the organic phase is washed with water... The reactants are [Si](C1=CC=CC=C1)(C1=CC=CC=C1)(C(C)(C)C)OCCC=1C=C(C=CC1)N1C(N(CC=2C1=NC(=NC2)NC2=CC=C(C=C2)OCCN(CC)CC)C2=C(C=C(C=C2)Cl)Cl)=O (1-[3-(tert-butyldiphenylsilyloxyethyl)phenyl]-3-(2,4-dichlorophenyl)-7-[4-[2-(diethylamino)ethoxy]anilino]-3,4-dihydropyrimido[4,5-d]pyrimidin-2(1H)-one), solution, [F-].C(CCC)[N+](CCCC)(CCCC)CCCC (tetrabutylammonium fluoride). The solvent is O1CCCC1 (tetrahydrofuran), O1CCCC1 (tetrahydrofuran). Product: N1C(N=CC=2C1=NC=NC2)=O (pyrimido[4,5-d]pyrimidin-2(1H)-one). RXN SMILES: [Si](OCCC1C=C([N:27]2[C:32]3=[N:33][C:34](NC4C=CC(OCCN(CC)CC)=CC=4)=[N:35][CH:36]=[C:31]3[CH2:30][N:29](C3C=CC(Cl)=CC=3Cl)[C:28]2=[O:60])C=CC=1)(C(C)(C)C)(C1C=CC=CC=1)C1C=CC=CC=1.[F-].C([N+](CCCC)(CCCC)CCCC)CCC>O1CCCC1>[NH:27]1[C:32]2=[N:33][CH:34]=[N:35][CH:36]=[C:31]2[CH:30]=[N:29][C:28]1=[O:60] |f:1.2|. Procedure details: A solution of 200 mg (0.23 mmol) of 1-[3-(tert-butyldiphenylsilyloxyethyl)phenyl]-3-(2,4-dichlorophenyl)-7-[4-[2-(diethylamino)ethoxy]anilino]-3,4-dihydropyrimido[4,5-d]pyrimidin-2(1H)-one in 5 ml of tetrahydrofuran was treated with 0.5 ml (0.5 mmol) of a 1M solution of tetrabutylammonium fluoride in tetrahydrofuran. After 1 hour the mixture was evaporated and the product purified by chromatography on silica gel using dichloromethane/methanol in a ratio 20:1 as eluting solvent. Evaporation of th... Starting materials: CC(C)(C)OC(=O)NCC(=O)O, O=C([O-])O, CCOC(C)=O, Cl, Nc1ccc(OCc2ccc(F)cc2)cc1F, [Na+], c1ccncc1. Yields the product CC(C)(C)OC(=O)NCC(=O)Nc1ccc(OCc2ccc(F)cc2)cc1F. RXN SMILES: [C:19](=[O:20])([O:21][C:22]([CH3:23])([CH3:24])[CH3:25])[NH:26][CH2:27][C:28](=[O:29])[OH:30].[C:37](=[O:38])([O-:39])[OH:40].[CH3:42][CH2:43][O:44][C:45](=[O:46])[CH3:47].[ClH:18].[F:1][c:2]1[c:3]([NH2:17])[cH:4][cH:5][c:6]([O:8][CH2:9][c:10]2[cH:11][cH:12][c:13]([F:16])[cH:14][cH:15]2)[cH:7]1.[Na+:41].[cH:31]1[cH:32][cH:33][n:34][cH:35][cH:36]1>>[F:1][c:2]1[c:3]([NH:17][C:28]([CH2:27][NH:26][C:19](=[O:20])[O:21][C:22]([CH3:23])([CH3:24])[CH3:25])=[O:29])[cH:4][cH:5][c:6]([O:8][CH2:9][c:10]2[cH:11][cH:12][c:13]([F:16])[cH:14][cH:15]2)[cH:7]1.